From a dataset of the Open Reaction Database (ORD), a public repository of structured organic reaction records. describe an organic reaction: reactants, conditions, products, and yield Starting materials: ClC1=C(C(=CC=C1)Cl)N1N=C2C(C(=NC=C2)NC2=NC(=NC(=C2)C)C)=C1 ([2-(2,6-dichlorophenyl)-2H-pyrazolo[4,3-c]pyridine-4-yl]-(2,6-dimethylpyrimidin-4-yl)amine), ClC1=NC=CC=2C1=CN(N2)C2=C(C=CC=C2Cl)Cl (4-chloro-2-(2,6-dichlorophenyl)-2H-pyrazolo[4,3-c]pyridine), ClC1=NC(=CC(=N1)N)C (2-chloro-6-methylpyrimidin-4-ylamine). Yields the product ClC1=NC(=CC(=N1)NC1=NC=CC=2C1=CN(N2)C2=C(C=CC=C2Cl)Cl)C ((2-Chloro-6-methylpyrimidin-4-yl)-[2-(2,6-dichlorophenyl)-2H-pyrazolo[4,3-c]pyridin-4-yl]amine). Yield: 57.0%. Reaction SMILES: [Cl:1][C:2]1[CH:7]=[CH:6][CH:5]=[C:4]([Cl:8])[C:3]=1[N:9]1[CH:26]=[C:12]2[C:13]([NH:17][C:18]3[CH:23]=[C:22]([CH3:24])[N:21]=[C:20](C)[N:19]=3)=[N:14][CH:15]=[CH:16][C:11]2=[N:10]1.[Cl:27]C1C2=CN(C3C(Cl)=CC=CC=3Cl)N=C2C=CN=1.ClC1N=C(N)C=C(C)N=1>>[Cl:27][C:20]1[N:19]=[C:18]([NH:17][C:13]2[C:12]3=[CH:26][N:9]([C:3]4[C:4]([Cl:8])=[CH:5][CH:6]=[CH:7][C:2]=4[Cl:1])[N:10]=[C:11]3[CH:16]=[CH:15][N:14]=2)[CH:23]=[C:22]([CH3:24])[N:21]=1. Procedure details: Following the procedure described above for [2-(2,6-dichlorophenyl)-2H-pyrazolo[4,3-c]pyridine-4-yl]-(2,6-dimethylpyrimidin-4-yl)amine, 4-chloro-2-(2,6-dichlorophenyl)-2H-pyrazolo[4,3-c]pyridine and 2-chloro-6-methylpyrimidin-4-ylamine were reacted to afford the title compound as a yellow solid (256 mg, 57% yield). 1H NMR (400 MHz, DMSO-d6): δ 11.06 (s, 1H), 9.14 (s, 1H), 8.51 (s, 1H), 8.02 (d, J=6.4 Hz, 1H), 7.84-7.80 (m, 2H), 7.73-7.68 (m, 1H), 7.30 (d, J=6.4 Hz, 1H), 2.46 (s, 3H). LCMS (Metho... Reactants: CN1CCC(CC1)NC1=C(C(=CC=C1)Cl)F (1-methyl-4-(3-Chloro-2-fluorophenylamino)piperidine), C(C1=CC=CC=C1)(C1=CC=CC=C1)=N (benzophenone imine), CC(C)([O-])C.[Na+] (sodium t-butoxide), C1(=CC=CC=C1)C (toluene). The reagents and catalysts are C=1C=CC(=CC1)/C=C/C(=O)/C=C/C2=CC=CC=C2.C=1C=CC(=CC1)/C=C/C(=O)/C=C/C2=CC=CC=C2.C=1C=CC(=CC1)/C=C/C(=O)/C=C/C2=CC=CC=C2.[Pd].[Pd] (Pd2(dba)3), C1(CCCCC1)P(C1=C(C=CC=C1)C1=CC=CC=C1)C1CCCCC1 (2-(dicyclohexylphosphino)biphenyl). Solvent: CO (methanol). The product is CN1CCC(CC1)NC1=C(C(=CC=C1)N=C(C1=CC=CC=C1)C1=CC=CC=C1)F (1-methyl-4-(3-benzhydrylideneamino-2-fluorophenylamino)piperidine). Yield: 53.3%. Reaction SMILES: [CH3:1][N:2]1[CH2:7][CH2:6][CH:5]([NH:8][C:9]2[CH:14]=[CH:13][CH:12]=[C:11](Cl)[C:10]=2[F:16])[CH2:4][CH2:3]1.[C:17](=[NH:30])([C:24]1[CH:29]=[CH:28][CH:27]=[CH:26][CH:25]=1)[C:18]1[CH:23]=[CH:22][CH:21]=[CH:20][CH:19]=1.CC(C)([O-])C.[Na+].C1(C)C=CC=CC=1>CO.C1C=CC(/C=C/C(/C=C/C2C=CC=CC=2)=O)=CC=1.C1C=CC(/C=C/C(/C=C/C2C=CC=CC=2)=O)=CC=1.C1C=CC(/C=C/C(/C=C/C2C=CC=CC=2)=O)=CC=1.[Pd].[Pd].C1(P(C2CCCCC2)C2C=CC=CC=2C2C=CC=CC=2)CCCCC1>[CH3:1][N:2]1[CH2:7][CH2:6][CH:5]([NH:8][C:9]2[CH:14]=[CH:13][CH:12]=[C:11]([N:30]=[C:17]([C:18]3[CH:23]=[CH:22][CH:21]=[CH:20][CH:19]=3)[C:24]3[CH:29]=[CH:28][CH:27]=[CH:26][CH:25]=3)[C:10]=2[F:16])[CH2:4][CH2:3]1 |f:2.3,6.7.8.9.10|. Procedure details: Combine 1-methyl-4-(3-Chloro-2-fluorophenylamino)piperidine (Preparation 19) (0.439 g, 1.8 mmol), benzophenone imine (0.393 g), Pd2(dba)3 (4.1 mg), 2-(dicyclohexylphosphino)biphenyl (4.7 mg), and sodium t-butoxide (0.242 g) with toluene (5 mL) and heat at reflux overnight. Dissolve the reaction mixture in methanol and filter through a SCX column (10 g), wash with methanol, elute the product with 2M NH3 in methanol, evaporate the solvent, and further purify on a silica gel column (35 g, using a d... Product: O=C(OCC(Cl)(Cl)Cl)N1CC=CCC1. Reaction SMILES: [C:7](=[O:8])([OH:9])[O-:10].[Cl:12][C:13](=[O:14])[O:15][CH2:16][C:17]([Cl:18])([Cl:19])[Cl:20].[NH:1]1[CH2:2][CH:3]=[CH:4][CH2:5][CH2:6]1.[Na+:11].[cH:21]1[cH:22][cH:23][cH:24][cH:25][cH:26]1>>[N:1]1([C:13](=[O:14])[O:15][CH2:16][C:17]([Cl:18])([Cl:19])[Cl:20])[CH2:2][CH:3]=[CH:4][CH2:5][CH2:6]1. The reactants are O=C([O-])O, O=C(Cl)OCC(Cl)(Cl)Cl, C1=CCNCC1, [Na+], c1ccccc1. Starting materials: C(=O)C(CO)OC(C=O)N1C(NC(C=C1)=O)=O (α-(1-Formyl-2-hydroxyethoxy)-3,4dihydro-2,4-dioxo-1(2H)-pyrimidineacetaldehyde), NC=1SCCN1 (2-amino-2-thiazoline). Solvent: O (water). Reaction conditions: time 8 hour. The product is OC1N(C([C@H](O[C@H]1N1C(=O)NC(=O)C=C1)CO)O)C=1SCCN1 (1-[(2R, 6R)-3,5-dihydroxy-6-hydroxymethyl-4-(2-thiazolin-2-yl)morpholin-2-yl]uracil). The yield is 28.7%. RXN SMILES: [CH:1]([CH:3]([O:6][CH:7]([N:10]1[CH:15]=[CH:14][C:13](=[O:16])[NH:12][C:11]1=[O:17])[CH:8]=[O:9])[CH2:4][OH:5])=[O:2].[NH2:18][C:19]1[S:20][CH2:21][CH2:22][N:23]=1>O>[OH:9][CH:8]1[C@H:7]([N:10]2[CH:15]=[CH:14][C:13](=[O:16])[NH:12][C:11]2=[O:17])[O:6][C@H:3]([CH2:4][OH:5])[CH:1]([OH:2])[N:18]1[C:19]1[S:20][CH2:21][CH2:22][N:23]=1. Procedure details: [R-(R*, R*)]-α-(1-Formyl-2-hydroxyethoxy)-3,4dihydro-2,4-dioxo-1(2H)-pyrimidineacetaldehyde, (uridinedialdehyde), (2.4 g) was dissolved in water (10 ml). To the solution was added 2-amino-2-thiazoline (1.2 g). The mixture was stirred at ambient temperature overnight. An insoluble material was filtered off. The filtrate was evaporated in vacuo. The residue was triturated with acetone to give 1-[(2R, 6R)-3,5-dihydroxy-6-hydroxymethyl-4-(2-thiazolin-2-yl)morpholin-2-yl]uracil (0.98 g). Starting materials: C1COCCO1, COC(=O)c1cc(NC(=O)OC(C)(C)C)cc(S(C)(=O)=O)c1, [Na+], [OH-]. Product: CC(C)(C)OC(=O)Nc1cc(C(=O)O)cc(S(C)(=O)=O)c1. Reaction SMILES: [CH2:25]1[O:26][CH2:27][CH2:28][O:29][CH2:30]1.[CH3:1][O:2][C:3]([c:4]1[cH:5][c:6]([NH:14][C:15](=[O:16])[O:17][C:18]([CH3:19])([CH3:20])[CH3:21])[cH:7][c:8]([S:10](=[O:11])(=[O:12])[CH3:13])[cH:9]1)=[O:22].[Na+:24].[OH-:23]>>[O:2]=[C:3]([c:4]1[cH:5][c:6]([NH:14][C:15](=[O:16])[O:17][C:18]([CH3:19])([CH3:20])[CH3:21])[cH:7][c:8]([S:10](=[O:11])(=[O:12])[CH3:13])[cH:9]1)[OH:22]. The product is CCOC(=O)C(CC(=O)O)=C(c1ccc(S(C)(=O)=O)cc1)c1cccc(F)c1. The reactants are CCOC(=O)CCC(=O)[O-], CC(C)(C)O, CC(C)(C)[O-], Cl, CS(=O)(=O)c1ccc(C(=O)c2cccc(F)c2)cc1, [K+], O. As a reaction SMILES: [C:26]([CH2:27][CH2:28][C:29](=[O:30])[O-:31])(=[O:32])[O:33][CH2:34][CH3:35].[C:37]([OH:38])([CH3:39])([CH3:40])[CH3:41].[CH3:20][C:21]([CH3:22])([O-:23])[CH3:24].[ClH:36].[F:1][c:2]1[cH:3][c:4]([C:5](=[O:6])[c:7]2[cH:8][cH:9][c:10]([S:13](=[O:14])(=[O:15])[CH3:16])[cH:11][cH:12]2)[cH:17][cH:18][cH:19]1.[K+:25].[OH2:42]>>[F:1][c:2]1[cH:3][c:4]([C:5]([c:7]2[cH:8][cH:9][c:10]([S:13](=[O:14])(=[O:15])[CH3:16])[cH:11][cH:12]2)=[C:27]([C:26](=[O:32])[O:33][CH2:34][CH3:35])[CH2:28][C:29](=[O:30])[OH:31])[cH:17][cH:18][cH:19]1.